From a dataset of the Open Reaction Database (ORD), a public repository of structured organic reaction records. describe an organic reaction: reactants, conditions, products, and yield Reactants: C(=O)N(CC(=O)OC(C)(C)C)C(=O)C1=CC=CC2=C(C(=CC=C12)OC)C(F)(F)F (N-formyl-N-[[6-methoxy-5-(trifluoromethyl)-1-naphthalenyl]carbonyl]glycine, 1,1-dimethylethyl ester). The solvent is FC(C(=O)O)(F)F (trifluoroacetic acid), O (water). The product is C(=O)N(CC(=O)O)C(=O)C1=CC=CC2=C(C(=CC=C12)OC)C(F)(F)F (N-formyl-N-[[6-methoxy-5-(trifluoromethyl)-1-naphthalenyl]carbonyl]glycine). Yield: 45.8%. As a reaction SMILES: [CH:1]([N:3]([C:12]([C:14]1[C:23]2[C:18](=[C:19]([C:26]([F:29])([F:28])[F:27])[C:20]([O:24][CH3:25])=[CH:21][CH:22]=2)[CH:17]=[CH:16][CH:15]=1)=[O:13])[CH2:4][C:5]([O:7]C(C)(C)C)=[O:6])=[O:2]>FC(F)(F)C(O)=O.O>[CH:1]([N:3]([C:12]([C:14]1[C:23]2[C:18](=[C:19]([C:26]([F:27])([F:29])[F:28])[C:20]([O:24][CH3:25])=[CH:21][CH:22]=2)[CH:17]=[CH:16][CH:15]=1)=[O:13])[CH2:4][C:5]([OH:7])=[O:6])=[O:2]. Reported procedure: A solution of N-formyl-N-[[6-methoxy-5-(trifluoromethyl)-1-naphthalenyl]carbonyl]glycine, 1,1-dimethylethyl ester (12.86 g, 31.3 mmole) in trifluoroacetic acid (100 mL) was stirred at room temperature for 5 minutes. The reaction was diluted with water (700 mL) and the resultant precipitate was collected by suction filtration. The solid was washed with water (2×25 mL) and recrystallized in 2:1 hexane:chloroform to provide the product as white needles (5.09 g, 46%), m.p. 142°-144° C. Yields the product BrC=1C(=CC(=NC1C)C=O)C (5-bromo-4,6-dimethylpicolinaldehyde). Starting materials: C[O-].[Na+] (Sodium methoxide), [N+](=O)([O-])C(C)C (2-nitropropane), BrC=1C(=NC(=CC1C)CBr)C (3-bromo-6-(bromomethyl)-2,4-dimethylpyridine). Procedure: Sodium methoxide (1.16 g) was added to a solution of 2-nitropropane (1.96 mL) in methanol (40 mL) at mom temperature, and the mixture was stirred at the same temperature for 20 minutes. 3-bromo-6-(bromomethyl)-2,4-dimethylpyridine (2.00 g) was added to the reaction mixture, and the mixture was stirred at 50° C. for five hours. The reaction mixture was concentrated under reduced pressure, and water was added to the residue, followed by extraction with ethyl acetate. The organic layer was concentr... Conditions: time 20 minute. The solvent is CO (methanol). RXN SMILES: C[O-].[Na+].[N+](C(C)C)([O-])=[O:5].[Br:10][C:11]1[C:12]([CH3:20])=[N:13][C:14]([CH2:18]Br)=[CH:15][C:16]=1[CH3:17]>CO>[Br:10][C:11]1[C:16]([CH3:17])=[CH:15][C:14]([CH:18]=[O:5])=[N:13][C:12]=1[CH3:20] |f:0.1|.